The task is: describe an organic reaction: reactants, conditions, products, and yield. This data is from the Open Reaction Database (ORD), a public repository of structured organic reaction records. Starting materials: CS(=O)(=O)OC1CN(C1)C=1SC=C(N1)C(NC1=CC=CC=C1)=O (3-methanesulfonyloxy-1-(4-phenylcarbamoyl-1,3-thiazol-2-yl)azetidine), C(C)(=S)[O-].[K+] (potassium thioacetate). The solvent is CN(C=O)C (dimethylformamide). Run at temperature 90 celsius, time 3 hour. Yields the product C(C)(=O)SC1CN(C1)C=1SC=C(N1)C(NC1=CC=CC=C1)=O (3-acetylthio-1-(4-phenylcarbamoyl-1,3-thiazol-2-yl)azetidine). Isolated yield 69.6%. RXN SMILES: CS(O[CH:6]1[CH2:9][N:8]([C:10]2[S:11][CH:12]=[C:13]([C:15](=[O:23])[NH:16][C:17]3[CH:22]=[CH:21][CH:20]=[CH:19][CH:18]=3)[N:14]=2)[CH2:7]1)(=O)=O.[C:24]([O-:27])(=[S:26])[CH3:25].[K+]>CN(C)C=O>[C:24]([S:26][CH:6]1[CH2:7][N:8]([C:10]2[S:11][CH:12]=[C:13]([C:15](=[O:23])[NH:16][C:17]3[CH:18]=[CH:19][CH:20]=[CH:21][CH:22]=3)[N:14]=2)[CH2:9]1)(=[O:27])[CH3:25] |f:1.2|. Procedure: To a solution of 3-methanesulfonyloxy-1-(4-phenylcarbamoyl-1,3-thiazol-2-yl)azetidine (1.28 g, 3.85 mmol) (obtained as described in Reference Example 32(3)) in dimethylformamide (40 ml) was added potassium thioacetate (2.60 g, 23.1 mmol) at room temperature. The mixture was stirred in an oil bath (90° C.) for 3 hours. After checking the completion of the reaction, the reaction mixture was partitioned between ethyl acetate and 10% aqueous sodium chloride solution. The organic layer was washed suc... The reactants are CSC=1SCC(N1)=O (2-methylsulfanyl-thiazol-4-one), C(C=C)NC (allyl-methyl-amine). Yields the product C(C=C)N(C=1SCC(N1)=O)C (2-(Allyl-methyl-amino)-thiazol-4-one). As a reaction SMILES: CS[C:3]1[S:4][CH2:5][C:6](=[O:8])[N:7]=1.[CH2:9]([NH:12][CH3:13])[CH:10]=[CH2:11]>>[CH2:9]([N:12]([CH3:13])[C:3]1[S:4][CH2:5][C:6](=[O:8])[N:7]=1)[CH:10]=[CH2:11]. Procedure: 2-(Allyl-methyl-amino)-thiazol-4-one was prepared from 2-methylsulfanyl-thiazol-4-one and allyl-methyl-amine following General Procedure E. The reactants are OC=1C=C(C=O)C=CC1O (3,4-dihydroxybenzaldehyde), C(CC#N)#N (malononitrile), O (water). The reagents and catalysts are N1CCCCC1 (piperidine). Solvent: C(C)O (ethanol). Conditions: temperature 70 celsius. Yields the product OC=1C=C(C=C(C#N)C#N)C=CC1O (3,4-Dihydroxybenzylidene malononitrile). Isolated yield 85.3%. Reaction SMILES: [OH:1][C:2]1[CH:3]=[C:4]([CH:7]=[CH:8][C:9]=1[OH:10])[CH:5]=O.[C:11](#[N:15])[CH2:12][C:13]#[N:14].O>C(O)C.N1CCCCC1>[OH:1][C:2]1[CH:3]=[C:4]([CH:7]=[CH:8][C:9]=1[OH:10])[CH:5]=[C:12]([C:11]#[N:15])[C:13]#[N:14]. Reported procedure: To 11 g (80 mmol) of 3,4-dihydroxybenzaldehyde and 5.5 g (83 mmol) of malononitrile in 40 ml of ethanol, 7 drops of piperidine were added and the mixture was heated at 70° C. for 0.5-1 hour and then poured into water. The resulting solid precipitate was separated by filtration to give 12.7 g (86% yield) of a yellow solid, m.p. 225° C. Reactants: BrC1=CC=C(CBr)C=C1 (4-bromobenzyl bromide), ClC=1C=C(C=C(C1)Cl)N1C(N2CC=3C=CC=CC3C[C@H]2C1=O)=O ((S)-2-(3,5-dichloro-phenyl)-10,10a-dihydro-5H-imidazo[1,5-b]isoquinoline-1,3-dione), solution. Solvent: C1CCOC1 (THF), C1CCOC1 (THF), C1CCOC1 (THF). Run at temperature -40 celsius, time 15 minute. The product is BrC1=CC=C(CC23N(CC=4C=CC=CC4C2)C(N(C3=O)C3=CC(=CC(=C3)Cl)Cl)=O)C=C1 (10a-(4-Bromo-benzyl)-2-(3,5-dichloro-phenyl)-10,10a-dihydro-5H-imidazo[1,5-b]isoquinoline-1,3-dione). Yield: 66.8%. RXN SMILES: [Cl:1][C:2]1[CH:3]=[C:4]([N:9]2[C:21](=[O:22])[C@H:20]3[N:11]([CH2:12][C:13]4[CH:14]=[CH:15][CH:16]=[CH:17][C:18]=4[CH2:19]3)[C:10]2=[O:23])[CH:5]=[C:6]([Cl:8])[CH:7]=1.[Br:24][C:25]1[CH:32]=[CH:31][C:28]([CH2:29]Br)=[CH:27][CH:26]=1>C1COCC1>[Br:24][C:25]1[CH:32]=[CH:31][C:28]([CH2:29][C:20]23[C:21](=[O:22])[N:9]([C:4]4[CH:5]=[C:6]([Cl:8])[CH:7]=[C:2]([Cl:1])[CH:3]=4)[C:10](=[O:23])[N:11]2[CH2:12][C:13]2[CH:14]=[CH:15][CH:16]=[CH:17][C:18]=2[CH2:19]3)=[CH:27][CH:26]=1. Procedure: To a solution of (S)-2-(3,5-dichloro-phenyl)-10,10a-dihydro-5H-imidazo[1,5-b]isoquinoline-1,3-dione (100 mg) (0.1 mmol) (Prep. 22) in 2.5 mL of dry THF at −40° C. was added a 1 M solution of LIHMDS (0.5 mL) in THF. The reaction mixture was stirred for 15 min. at −40° C. and a solution of 4-bromobenzyl bromide (70 mg) in 1 mL of dry THF was added. The reaction mixture was stirred at −50 C. for 30 min., allowed to warm to RT, stirred overnight, then partitioned between brine and t-Bu methyl ether.... Starting materials: BrC1=C2N=CC=NC2=CC=C1N=C=S (5-bromo-6-isothiocyanato-quinoxaline), C(CN)N (ethylene diamine). The solvent is C1=CC=CC=C1 (benzene), C1=CC=CC=C1 (benzene), C1=CC=CC=C1 (benzene). Conditions: time 2 hour. Product: BrC1=C2N=CC=NC2=CC=C1NC=1NCCN1 ((5-Bromo-quinoxalin-6-yl)-(4,5-dihydro-1H-imidazol-2-yl)-amine). As a reaction SMILES: [Br:1][C:2]1[C:11]([N:12]=[C:13]=S)=[CH:10][CH:9]=[C:8]2[C:3]=1[N:4]=[CH:5][CH:6]=[N:7]2.[CH2:15]([NH2:18])[CH2:16][NH2:17]>C1C=CC=CC=1>[Br:1][C:2]1[C:11]([NH:12][C:13]2[NH:17][CH2:16][CH2:15][N:18]=2)=[CH:10][CH:9]=[C:8]2[C:3]=1[N:4]=[CH:5][CH:6]=[N:7]2. Procedure: The 5-bromo-6-isothiocyanato-quinoxaline (3.5 g.) is directly dissolved in benzene (400 ml) and added dropwise to a well-stirred solution of ethylene diamine (15 g.) in benzene (50 ml). During a period of about two hours, an oil separates as a lower layer. The upper benzene layer is poured off and the oil is washed with diethyl ether and then dissolved in methanol (500 ml). The methanolic solution is refluxed until hydrogen sulfide evolution ceases. The methanolic solution is concentrated in vac... The reactants are CN(C)C=O, ClP(Cl)(Cl)(Cl)Cl, ClCCl, [H-], [Na+], COC(=O)c1cccc(O)c1, C=CC(O)(c1ccccc1)c1cccnc1. The product is COC(=O)c1cccc(OCC=C(c2ccccc2)c2cccnc2)c1. RXN SMILES: [CH3:39][N:40]([CH3:41])[CH:42]=[O:43].[Cl:1][P:2]([Cl:3])([Cl:4])([Cl:5])[Cl:6].[Cl:36][CH2:37][Cl:38].[H-:23].[Na+:24].[OH:25][c:26]1[cH:27][c:28]([C:29](=[O:30])[O:31][CH3:32])[cH:33][cH:34][cH:35]1.[c:7]1([C:13]([CH:14]=[CH2:15])([OH:16])[c:17]2[cH:18][n:19][cH:20][cH:21][cH:22]2)[cH:8][cH:9][cH:10][cH:11][cH:12]1>>[c:7]1([C:13](=[CH:14][CH2:15][O:25][c:26]2[cH:27][c:28]([C:29](=[O:30])[O:31][CH3:32])[cH:33][cH:34][cH:35]2)[c:17]2[cH:18][n:19][cH:20][cH:21][cH:22]2)[cH:8][cH:9][cH:10][cH:11][cH:12]1. Starting materials: ClC1=NC=C(C(=N1)Cl)F (2,4-dichloro-5-fluoropyrimidine), CC1=C(N)C=C(C(=C1)O)C (2,5-dimethyl-4-hydroxyaniline). Yields the product CC1=C(C=C(C(=C1)O)C)NC1=NC=C(C(=N1)NC1=C(C=C(C(=C1)C)O)C)F (N2,N4-bis(2,5-dimethyl-4-hydroxyphenyl)-5-fluoro-2,4-pyrimidinediamine). As a reaction SMILES: Cl[C:2]1[N:7]=[C:6](Cl)[C:5]([F:9])=[CH:4][N:3]=1.[CH3:10][C:11]1[CH:17]=[C:16]([OH:18])[C:15]([CH3:19])=[CH:14][C:12]=1[NH2:13]>>[CH3:10][C:11]1[CH:17]=[C:16]([OH:18])[C:15]([CH3:19])=[CH:14][C:12]=1[NH:13][C:2]1[N:7]=[C:6]([NH:13][C:12]2[CH:14]=[C:15]([CH3:19])[C:16]([OH:18])=[CH:17][C:11]=2[CH3:10])[C:5]([F:9])=[CH:4][N:3]=1. Procedure: In like manner to the preparation of N2,N4-bis(3-hydroxyphenyl)-5-fluoro-2,4-pyrimidinediamine, 2,4-dichloro-5-fluoropyrimidine and 2,5-dimethyl-4-hydroxyaniline were reacted to yield N2,N4-bis(2,5-dimethyl-4-hydroxyphenyl)-5-fluoro-2,4-pyrimidinediamine. 1H NMR (CD3OD): δ 7.63 (d, 1H, J=4.2 Hz), 7.05 (s, 1H), 6.97 (s, 1H), 6.64 (1H), 6.54 (s, 1H), 2.12 (s, 6H), 2.06 (s, 3H), 2.03 (s, 3H), 2.03 (s, 3H); 19F NMR (CD3OD): −48488; LCMS: ret. time: 18.28; purity; 94%; MS (m/e): 369 (MH+). The reactants are C(C)(=O)OCC (ethyl acetate), BrC1=CC=C(C(=N1)OC)I (6-bromo-3-iodo-2-methoxypyridine), C1(CC1)B(O)O (cyclopropylboronic acid), C([O-])([O-])=O.[K+].[K+] (potassium carbonate). Reagents/catalysts: C(C)(=O)[O-].[Pd+2].C(C)(=O)[O-] (Palladium acetate), C1(=CC=CC=C1)P(C1=CC=CC=C1)C1=CC=CC=C1 (triphenylphosphine). Run in O (Water), C1(=CC=CC=C1)C (toluene), O (water). Run at temperature 110 celsius, time 4.5 hour. Yields the product BrC1=CC=C(C(=N1)OC)C1CC1 (6-Bromo-3-cyclopropyl-2-methoxypyridine). Isolated yield 107.6%. Reaction SMILES: [Br:1][C:2]1[N:7]=[C:6]([O:8][CH3:9])[C:5](I)=[CH:4][CH:3]=1.[CH:11]1(B(O)O)[CH2:13][CH2:12]1.C(=O)([O-])[O-].[K+].[K+].C(OCC)(=O)C>C1(C)C=CC=CC=1.O.C([O-])(=O)C.[Pd+2].C([O-])(=O)C.C1(P(C2C=CC=CC=2)C2C=CC=CC=2)C=CC=CC=1>[Br:1][C:2]1[N:7]=[C:6]([O:8][CH3:9])[C:5]([CH:11]2[CH2:13][CH2:12]2)=[CH:4][CH:3]=1 |f:2.3.4,8.9.10|. Procedure: Palladium acetate (36 mg) was added to a suspension of 6-bromo-3-iodo-2-methoxypyridine (1.0 g), cyclopropylboronic acid (547 mg), triphenylphosphine (84 mg) and potassium carbonate (1.32 g) in toluene (20 mL) and water (1 mL), and the mixture was stirred at 110° C. for 4.5 hours. Water and ethyl acetate were added to the reaction solution, followed by extraction with ethyl acetate. The organic layer was dried over anhydrous magnesium sulfate and filtered. The filtrate was concentrated under red...